This data is from the Open Reaction Database (ORD), a public repository of structured organic reaction records. The task is: describe an organic reaction: reactants, conditions, products, and yield Reported procedure: To the solution of 4-((1R,3aS,5aR,5bR,7aR,11aS,11bR,13aR,13bR)-3a-((2-methoxy-2-oxoethylamino)methyl)-5a,5b,8,8,11a-pentamethyl-1-(prop-1-en-2-yl)-2,3,3a,4,5,5a,5b,6,7,7a,8,11,11a,11b,12,13,13a,13b-octadecahydro-1H-cyclopenta[a]chrysen-9-yl)benzoic acid (50 mg, 0.081 mmol) in dioxane (2 ml) sodium hydroxide (0.162 ml, 0.162 mmol) was added. The resulting mixture was stirred at 70° C. for 2 h. The solvent was evaporated and the residue was purified by prep. HPLC to afford the title compound as a ... Conditions: temperature 70 celsius, time 2 hour. Starting materials: COC(CNC[C@]12[C@@H]([C@H]3CC[C@@H]4[C@]5(CC=C(C([C@@H]5CC[C@]4([C@@]3(CC1)C)C)(C)C)C1=CC=C(C(=O)O)C=C1)C)[C@@H](CC2)C(=C)C)=O (4-((1R,3aS,5aR,5bR,7aR,11aS,11bR,13aR,13bR)-3a-((2-methoxy-2-oxoethylamino)methyl)-5a,5b,8,8,11a-pentamethyl-1-(prop-1-en-2-yl)-2,3,3a,4,5,5a,5b,6,7,7a,8,11,11a,11b,12,13,13a,13b-octadecahydro-1H-cyclopenta[a]chrysen-9-yl)benzoic acid), O1CCOCC1 (dioxane). Yields the product C(=O)(O)CNC[C@]12[C@@H]([C@H]3CC[C@@H]4[C@]5(CC=C(C([C@@H]5CC[C@]4([C@@]3(CC1)C)C)(C)C)C1=CC=C(C(=O)O)C=C1)C)[C@@H](CC2)C(=C)C (4-((1R,3aS,5aR,5bR,7aR,11aS,11bR,13aR,13bR)-3a-((carboxymethylamino)methyl)-5a,5b,8,8,11a-pentamethyl-1-(prop-1-en-2-yl)-2,3,3a,4,5,5a,5b,6,7,7a,8,11,11a,11b,12,13,13a,13b-octadecahydro-1H-cyclopenta[a]chrysen-9-yl)benzoic acid). The yield is 36.9%. Reaction SMILES: C[O:2][C:3](=[O:45])[CH2:4][NH:5][CH2:6][C@:7]12[CH2:41][CH2:40][C@@H:39]([C:42]([CH3:44])=[CH2:43])[C@@H:8]1[C@@H:9]1[C@@:22]([CH3:25])([CH2:23][CH2:24]2)[C@@:21]2([CH3:26])[C@@H:12]([C@:13]3([CH3:38])[C@@H:18]([CH2:19][CH2:20]2)[C:17]([CH3:28])([CH3:27])[C:16]([C:29]2[CH:37]=[CH:36][C:32]([C:33]([OH:35])=[O:34])=[CH:31][CH:30]=2)=[CH:15][CH2:14]3)[CH2:11][CH2:10]1.O1CCOCC1>>[C:3]([CH2:4][NH:5][CH2:6][C@:7]12[CH2:41][CH2:40][C@@H:39]([C:42]([CH3:44])=[CH2:43])[C@@H:8]1[C@@H:9]1[C@@:22]([CH3:25])([CH2:23][CH2:24]2)[C@@:21]2([CH3:26])[C@@H:12]([C@:13]3([CH3:38])[C@@H:18]([CH2:19][CH2:20]2)[C:17]([CH3:28])([CH3:27])[C:16]([C:29]2[CH:37]=[CH:36][C:32]([C:33]([OH:35])=[O:34])=[CH:31][CH:30]=2)=[CH:15][CH2:14]3)[CH2:11][CH2:10]1)([OH:45])=[O:2]. The reactants are ClCCl, COc1ccc(C(O)Cc2c(Cl)cncc2Cl)c2c1OC(C)(C)C2, O=[Cr](=O)([O-])Cl, c1cc[nH+]cc1. The product is COc1ccc(C(=O)Cc2c(Cl)cncc2Cl)c2c1OC(C)(C)C2. RXN SMILES: [CH2:36]([Cl:37])[Cl:38].[Cl:1][c:2]1[cH:3][n:4][cH:5][c:6]([Cl:24])[c:7]1[CH2:8][CH:9]([OH:10])[c:11]1[cH:12][cH:13][c:14]([O:22][CH3:23])[c:15]2[c:16]1[CH2:17][C:18]([CH3:20])([CH3:21])[O:19]2.[O:25]=[Cr:26]([Cl:27])([O-:28])=[O:29].[nH+:30]1[cH:31][cH:32][cH:33][cH:34][cH:35]1>>[Cl:1][c:2]1[cH:3][n:4][cH:5][c:6]([Cl:24])[c:7]1[CH2:8][C:9](=[O:10])[c:11]1[cH:12][cH:13][c:14]([O:22][CH3:23])[c:15]2[c:16]1[CH2:17][C:18]([CH3:20])([CH3:21])[O:19]2. Yields the product CC(Cc1ccc(O)cn1)NC1CC1. RXN SMILES: [C:17]([BH3-:18])#[N:19].[C:21](=[O:22])([OH:23])[O-:24].[CH3:26][OH:27].[CH:12]1([NH2:15])[CH2:13][CH2:14]1.[ClH:16].[Na+:20].[Na+:25].[OH:1][c:2]1[cH:3][cH:4][c:5]([CH2:8][C:9]([CH3:10])=[O:11])[n:6][cH:7]1>>[OH:1][c:2]1[cH:3][cH:4][c:5]([CH2:8][CH:9]([CH3:10])[NH:15][CH:12]2[CH2:13][CH2:14]2)[n:6][cH:7]1. Reactants: [BH3-]C#N, O=C([O-])O, CO, NC1CC1, Cl, [Na+], [Na+], CC(=O)Cc1ccc(O)cn1. Reactants: ClC1=C(C=CC=C1)C=1OC(=C(N1)C(=O)O)C(F)(F)F (2-(2-chloro-phenyl)-5-trifluoromethyl-oxazole-4-carboxylic acid), FC(OC1=C(C(=O)Cl)C=CC=C1)(F)F (2-trifluoromethoxy-benzoyl chloride), COC(CN)=O (amino-acetic acid methyl ester), FC(C(=O)OC(C(F)(F)F)=O)(F)F (trifluoroacetic anhydride). Product: FC(OC1=C(C=CC=C1)C=1OC(=C(N1)C(=O)O)C(F)(F)F)(F)F (2-(2-trifluoromethoxy-phenyl)-5-trifluoromethyl-oxazole-4-carboxylic acid). Reaction SMILES: Cl[C:2]1[CH:7]=[CH:6][CH:5]=[CH:4][C:3]=1[C:8]1[O:9][C:10]([C:16]([F:19])([F:18])[F:17])=[C:11]([C:13]([OH:15])=[O:14])[N:12]=1.[F:20][C:21]([F:33])([F:32])[O:22]C1C=CC=CC=1C(Cl)=O.COC(=O)CN.FC(F)(F)C(OC(=O)C(F)(F)F)=O>>[F:20][C:21]([F:33])([F:32])[O:22][C:2]1[CH:7]=[CH:6][CH:5]=[CH:4][C:3]=1[C:8]1[O:9][C:10]([C:16]([F:19])([F:18])[F:17])=[C:11]([C:13]([OH:15])=[O:14])[N:12]=1. Procedure: With a method similar to that used for the preparation of 2-(2-chloro-phenyl)-5-trifluoromethyl-oxazole-4-carboxylic acid above. 2-(2-trifluoromethoxy-phenyl)-5-trifluoromethyl-oxazole-4-carboxylic acid was prepared from 2-trifluoromethoxy-benzoyl chloride, amino-acetic acid methyl ester and trifluoroacetic anhydride. LCMS calcd for C12H5F6NO4 (m/e) 341, obsd 342 (M+H). The reactants are FC1=CC=C(C=C1)C(=C(C(=O)O)C1=NN=NN1C)C1=CC=C(C=C1)F (3,3-bis(4-fluorophenyl)-2-(1-methyl-1H-tetrazol-5-yl)-2-propenoic acid), C(C(=O)Cl)(=O)Cl (oxalyl chloride). Run in C(Cl)Cl (methylene chloride). Yields the product FC1=CC=C(C=C1)C(=C(C(=O)Cl)C1=NN=NN1C)C1=CC=C(C=C1)F (3,3-Bis(4-fluorophenyl)-2-(1-methyl-1H-tetrazol-5-yl)-2-propenoyl chloride). As a reaction SMILES: [F:1][C:2]1[CH:7]=[CH:6][C:5]([C:8]([C:19]2[CH:24]=[CH:23][C:22]([F:25])=[CH:21][CH:20]=2)=[C:9]([C:13]2[N:17]([CH3:18])[N:16]=[N:15][N:14]=2)[C:10](O)=[O:11])=[CH:4][CH:3]=1.C(Cl)(=O)C([Cl:29])=O>C(Cl)Cl>[F:1][C:2]1[CH:7]=[CH:6][C:5]([C:8]([C:19]2[CH:24]=[CH:23][C:22]([F:25])=[CH:21][CH:20]=2)=[C:9]([C:13]2[N:17]([CH3:18])[N:16]=[N:15][N:14]=2)[C:10]([Cl:29])=[O:11])=[CH:4][CH:3]=1. Reported procedure: To a solution of dry (0.1 mmHg at 80° C.) 3,3-bis(4-fluorophenyl)-2-(1-methyl-1H-tetrazol-5-yl)-2-propenoic acid 3.8 g (11.0 mmoles) in 20 mL of dry methylene chloride was added 4 mL (46.0 mmoles) of purified oxalyl chloride (redistilled over CaH2) in one single portion. The reaction mixture was warmed gradually to reflux temperature for two hours. The mixture was evaporated under reduced pressure to remove volatile solvent, then excess oxalyl chloride was removed under vacuum (20 mmHg) at ambie...